Dataset: the Open Reaction Database (ORD), a public repository of structured organic reaction records. Task: describe an organic reaction: reactants, conditions, products, and yield Starting materials: BrC=1C=C(CC2=NN3C(NC(C4=CC=CC=C34)=O)=C2)C=CC1 (2-(3-Bromobenzyl)pyrazolo[1,5-a]quinazolin-5(4H)-one), N1=CC(=CC=C1)B(O)O (pyridine-3-ylboronic acid). The reagents and catalysts are C=1C=CC(=CC1)[P](C=2C=CC=CC2)(C=3C=CC=CC3)[Pd]([P](C=4C=CC=CC4)(C=5C=CC=CC5)C=6C=CC=CC6)([P](C=7C=CC=CC7)(C=8C=CC=CC8)C=9C=CC=CC9)[P](C=1C=CC=CC1)(C=1C=CC=CC1)C=1C=CC=CC1 (tetrakis(triphenylphosphine)palladium(0)). Solvent: COCCOC (DME). Product: N1=CC(=CC=C1)C=1C=C(CC2=NN3C(NC(C4=CC=CC=C34)=O)=C2)C=CC1 (2-(3-Pyridin-3-ylbenzyl)pyrazolo[1,5-a]quinazolin-5(4H)-one). Reaction SMILES: Br[C:2]1[CH:3]=[C:4]([CH:20]=[CH:21][CH:22]=1)[CH2:5][C:6]1[CH:19]=[C:9]2[NH:10][C:11](=[O:18])[C:12]3[C:17]([N:8]2[N:7]=1)=[CH:16][CH:15]=[CH:14][CH:13]=3.[N:23]1[CH:28]=[CH:27][CH:26]=[C:25](B(O)O)[CH:24]=1>COCCOC.C1C=CC([P]([Pd]([P](C2C=CC=CC=2)(C2C=CC=CC=2)C2C=CC=CC=2)([P](C2C=CC=CC=2)(C2C=CC=CC=2)C2C=CC=CC=2)[P](C2C=CC=CC=2)(C2C=CC=CC=2)C2C=CC=CC=2)(C2C=CC=CC=2)C2C=CC=CC=2)=CC=1>[N:23]1[CH:28]=[CH:27][CH:26]=[C:25]([C:2]2[CH:3]=[C:4]([CH:20]=[CH:21][CH:22]=2)[CH2:5][C:6]2[CH:19]=[C:9]3[NH:10][C:11](=[O:18])[C:12]4[C:17]([N:8]3[N:7]=2)=[CH:16][CH:15]=[CH:14][CH:13]=4)[CH:24]=1 |^1:41,43,62,81|. Procedure: A mixture of Example 61B (0.05 g, 0.141 mmol), pyridine-3-ylboronic acid (0.018 g, 0.148 mmol) cesium fluoride (0.064 g, 0.423 mmol) and tetrakis(triphenylphosphine)palladium(0) (0.1 g, 0.014 mmol) in DME (2 mL) was heated in a microwave (Personal Chemistry SmithSynthesizer) at 150° C. for 10 minutes. The mixture was filtered evaporated. The residue was purified by HPLC on a C18 column with 0-100% CH3CN/H2O/0.1% TFA to provide the desired product. 1H NMR (400 MHz, DMSO-d6) δ ppm 4.10 (s, 2 H) 5.... The reactants are CCOC(=O)Cc1cccc(Oc2ccc(C)cc2CN2CCOC2=O)c1, CO, [Li+], [OH-], O. The product is Cc1ccc(Oc2cccc(CC(=O)O)c2)c(CN2CCOC2=O)c1. Reaction SMILES: [CH2:1]([CH3:2])[O:3][C:4]([CH2:5][c:6]1[cH:7][c:8]([O:12][c:13]2[c:14]([CH2:20][N:21]3[C:22](=[O:26])[O:23][CH2:24][CH2:25]3)[cH:15][c:16]([CH3:19])[cH:17][cH:18]2)[cH:9][cH:10][cH:11]1)=[O:27].[CH3:30][OH:31].[Li+:28].[OH-:29].[OH2:32]>>[O:3]=[C:4]([CH2:5][c:6]1[cH:7][c:8]([O:12][c:13]2[c:14]([CH2:20][N:21]3[C:22](=[O:26])[O:23][CH2:24][CH2:25]3)[cH:15][c:16]([CH3:19])[cH:17][cH:18]2)[cH:9][cH:10][cH:11]1)[OH:27]. Yields the product COc1cc(Nc2ncc3c(n2)C(c2ccccc2)CN(C(C)=O)C3)ccc1-n1cnc(C)c1. Starting materials: ClCCl, COc1cc(Nc2ncc3c(n2)C(c2ccccc2)CNC3)ccc1-n1cnc(C)c1, CC(=O)Cl, Cl. Reaction SMILES: [CH2:37]([Cl:38])[Cl:39].[CH3:2][O:3][c:4]1[cH:5][c:6]([NH:16][c:17]2[n:18][cH:19][c:20]3[c:21]([n:22]2)[CH:23]([c:27]2[cH:28][cH:29][cH:30][cH:31][cH:32]2)[CH2:24][NH:25][CH2:26]3)[cH:7][cH:8][c:9]1-[n:10]1[cH:11][n:12][c:13]([CH3:15])[cH:14]1.[CH3:33][C:34]([Cl:35])=[O:36].[ClH:1]>>[CH3:2][O:3][c:4]1[cH:5][c:6]([NH:16][c:17]2[n:18][cH:19][c:20]3[c:21]([n:22]2)[CH:23]([c:27]2[cH:28][cH:29][cH:30][cH:31][cH:32]2)[CH2:24][N:25]([C:34]([CH3:33])=[O:36])[CH2:26]3)[cH:7][cH:8][c:9]1-[n:10]1[cH:11][n:12][c:13]([CH3:15])[cH:14]1. The reactants are N1=C(C=CC=C1)C(=O)[O-] (picolinate), [Li+].[OH-] (LiOH), Cl (HCl). Solvent: C1CCOC1 (THF). Reaction conditions: temperature 60 celsius, time 4 hour. Yields the product N1=C(C=CC=C1)C(=O)O (picolinic acid). Yield: 98.0%. As a reaction SMILES: [N:1]1[CH:6]=[CH:5][CH:4]=[CH:3][C:2]=1[C:7]([O-:9])=[O:8].[Li+].[OH-].Cl>C1COCC1>[N:1]1[CH:6]=[CH:5][CH:4]=[CH:3][C:2]=1[C:7]([OH:9])=[O:8] |f:1.2|. Procedure details: To a solution of methyl 3-amino-6-(2-fluoro-5-isopropylcabamoyl)phenyl)picolinate (1.0 equiv) in THF (0.5M), was added 1M LiOH (4.0 equiv). After stirring for 4 hours at 60° C., 1 N HCl (4.0 equiv.) was added and the THF was removed in vacuo. The resulting solid was filtered and rinsed with cold H2O (3×20 mL) to yield 3-amino-6-(2-fluoro-5-isopropylcabamoyl)phenyl)picolinic acid (98%). LCMS (m/z): 318.1 (MH+); LC Rt=2.4 min. The reactants are C(C)(C)(C)OC(=O)COC=1C(=C2C(CC(OC2=C(C1C)C)(C)COC1=CC=C(CC2C(N(C(S2)=O)CC(=O)OC(C)(C)C)=O)C=C1)=NO)C (t-butyl α-{5-[4-(6-t-butoxycarbonylmethoxy-4-hydroxyimino-2,5,7,8-tetramethylchroman-2-ylmethoxy)benzyl]-2,4-dioxothiazolidin-3-yl}acetate), Cl (hydrogen chloride). Yields the product C(=O)(O)COC=1C(=C2C(CC(OC2=C(C1C)C)(C)COC1=CC=C(CC2C(N(C(S2)=O)CC(=O)O)=O)C=C1)=NO)C (α-{5-[4-(6-Carboxymethoxy-4-hydroxyimino-2,5,7,8-tetramethylchroman-2-ylmethoxy)benzyl]-2,4-dioxothiazolidin-3-yl}acetic acid). Solvent: O1CCOCC1 (dioxane). RXN SMILES: C([O:5][C:6]([CH2:8][O:9][C:10]1[C:11]([CH3:49])=[C:12]2[C:17](=[C:18]([CH3:21])[C:19]=1[CH3:20])[O:16][C:15]([CH2:23][O:24][C:25]1[CH:46]=[CH:45][C:28]([CH2:29][CH:30]3[S:34][C:33](=[O:35])[N:32]([CH2:36][C:37]([O:39]C(C)(C)C)=[O:38])[C:31]3=[O:44])=[CH:27][CH:26]=1)([CH3:22])[CH2:14][C:13]2=[N:47][OH:48])=[O:7])(C)(C)C.Cl>O1CCOCC1>[C:6]([CH2:8][O:9][C:10]1[C:11]([CH3:49])=[C:12]2[C:17](=[C:18]([CH3:21])[C:19]=1[CH3:20])[O:16][C:15]([CH2:23][O:24][C:25]1[CH:46]=[CH:45][C:28]([CH2:29][CH:30]3[S:34][C:33](=[O:35])[N:32]([CH2:36][C:37]([OH:39])=[O:38])[C:31]3=[O:44])=[CH:27][CH:26]=1)([CH3:22])[CH2:14][C:13]2=[N:47][OH:48])([OH:7])=[O:5]. Reported procedure: A mixture of 370 mg of t-butyl α-{5-[4-(6-t-butoxycarbonylmethoxy-4-hydroxyimino-2,5,7,8-tetramethylchroman-2-ylmethoxy)benzyl]-2,4-dioxothiazolidin-3-yl}acetate (prepared as described in Example 55) and 4 ml of a 4N dioxane solution of hydrogen chloride was treated in the same manner described in Example 61, to give the title compound as a pale yellow powder, softening at 90°-100° C. Solvent: C1(=CC=CC=C1)C (toluene). Reported procedure: (R)-3-(4-Bromophenoxy)-2-methylpropane-1,2-diol (20.0 kg, 76.6 mol), 4-[4-(trifluoromethoxy)phenoxy]piperidine (22.0 kg, 84.3 mol), tris(dibenzylideneacetone)dipalladium (0) (175 g, 0.19 mol), 2-di-tert-butylphosphino-2′,4′,6′-triisopropyl-1,1′-biphenyl (195 g, 0.46 mol), sodium tert-butoxide (8.46 kg, 88.0 mol), and toluene (240 ml) were mixed, followed by stirring under an argon atmosphere at 70° C. for 3 hours. After cooling, an ammonium chloride aqueous solution was added to the reaction mix... RXN SMILES: Br[C:2]1[CH:14]=[CH:13][C:5]([O:6][CH2:7][C@:8]([CH3:12])([OH:11])[CH2:9][OH:10])=[CH:4][CH:3]=1.[F:15][C:16]([F:32])([F:31])[O:17][C:18]1[CH:30]=[CH:29][C:21]([O:22][CH:23]2[CH2:28][CH2:27][NH:26][CH2:25][CH2:24]2)=[CH:20][CH:19]=1.CC(C)([O-])C.[Na+].[Cl-].[NH4+].O.[C:42]1([CH3:52])[CH:47]=[CH:46][C:45]([S:48]([OH:51])(=[O:50])=[O:49])=[CH:44][CH:43]=1>C1C=CC(/C=C/C(/C=C/C2C=CC=CC=2)=O)=CC=1.C1C=CC(/C=C/C(/C=C/C2C=CC=CC=2)=O)=CC=1.C1C=CC(/C=C/C(/C=C/C2C=CC=CC=2)=O)=CC=1.[Pd].[Pd].C(P(C(C)(C)C)C1C=CC=CC=1C1C(C(C)C)=CC(C(C)C)=CC=1C(C)C)(C)(C)C.C1(C)C=CC=CC=1>[C:42]1([CH3:52])[CH:43]=[CH:44][C:45]([S:48]([OH:51])(=[O:49])=[O:50])=[CH:46][CH:47]=1.[CH3:12][C@:8]([OH:11])([CH2:7][O:6][C:5]1[CH:13]=[CH:14][C:2]([N:26]2[CH2:27][CH2:28][CH:23]([O:22][C:21]3[CH:20]=[CH:19][C:18]([O:17][C:16]([F:15])([F:31])[F:32])=[CH:30][CH:29]=3)[CH2:24][CH2:25]2)=[CH:3][CH:4]=1)[CH2:9][OH:10] |f:2.3,4.5,6.7,8.9.10.11.12,15.16|. Isolated yield 85.7%. Product: C1(=CC=C(C=C1)S(=O)(=O)O)C.C[C@@](CO)(COC1=CC=C(C=C1)N1CCC(CC1)OC1=CC=C(C=C1)OC(F)(F)F)O ((R)-2-methyl-3-(4-{4-[4-(trifluoromethoxy)phenoxy]piperidin-1-yl}phenoxy)propane-1,2-diol p-toluenesulfonic acid salt). Reagents/catalysts: C=1C=CC(=CC1)/C=C/C(=O)/C=C/C2=CC=CC=C2.C=1C=CC(=CC1)/C=C/C(=O)/C=C/C2=CC=CC=C2.C=1C=CC(=CC1)/C=C/C(=O)/C=C/C2=CC=CC=C2.[Pd].[Pd] (tris(dibenzylideneacetone)dipalladium), C(C)(C)(C)P(C1=C(C=CC=C1)C1=C(C=C(C=C1C(C)C)C(C)C)C(C)C)C(C)(C)C (2-di-tert-butylphosphino-2′,4′,6′-triisopropyl-1,1′-biphenyl). Reaction conditions: temperature 70 celsius, time 3 hour. Starting materials: [Cl-].[NH4+] (ammonium chloride), O.C1(=CC=C(C=C1)S(=O)(=O)O)C (p-toluenesulfonic acid monohydrate), BrC1=CC=C(OC[C@@](CO)(O)C)C=C1 ((R)-3-(4-Bromophenoxy)-2-methylpropane-1,2-diol), FC(OC1=CC=C(OC2CCNCC2)C=C1)(F)F (4-[4-(trifluoromethoxy)phenoxy]piperidine), CC(C)([O-])C.[Na+] (sodium tert-butoxide). The reactants are CCN(Cc1cc(Br)ccc1O)c1ccc(C#N)nn1, OC(CBr)C(F)(F)F. The product is CCN(Cc1cc(Br)ccc1OCC(O)C(F)(F)F)c1ccc(C#N)nn1. As a reaction SMILES: [Br:1][c:2]1[cH:3][cH:4][c:5]([OH:20])[c:6]([CH2:7][N:8]([CH2:9][CH3:10])[c:11]2[cH:12][cH:13][c:14]([C:17]#[N:18])[n:15][n:16]2)[cH:19]1.[F:21][C:22]([CH:23]([CH2:24][Br:25])[OH:26])([F:27])[F:28]>>[Br:1][c:2]1[cH:3][cH:4][c:5]([O:20][CH2:24][CH:23]([C:22]([F:21])([F:27])[F:28])[OH:26])[c:6]([CH2:7][N:8]([CH2:9][CH3:10])[c:11]2[cH:12][cH:13][c:14]([C:17]#[N:18])[n:15][n:16]2)[cH:19]1.